describe an organic reaction: reactants, conditions, products, and yield From a dataset of the Open Reaction Database (ORD), a public repository of structured organic reaction records. Reactants: COC1=CC=CC2=C1CC(C=1C(=NC=CC1)O2)=O (5,11-dihydro-7-methoxy [1]benzoxepino[2,3-b]pyridin-5-one), cyclopropylmagnesium bromide THF, C1CCOC1 (THF), [Cl-].[NH4+] (ammonium chloride), C(C)(=O)OCC (ethyl acetate). Run at time 30 minute. Product: C1(CC1)C1(CC2=C(OC3=NC=CC=C31)C=CC=C2OC)O (5-cyclopropyl-5,11-dihydro-7-methoxy[1]benzoxepino[2,3-b]pyridin-5-ol). RXN SMILES: [CH3:1][O:2][C:3]1[C:8]2[CH2:9][C:10](=[O:18])[C:11]3[C:12]([O:17][C:7]=2[CH:6]=[CH:5][CH:4]=1)=[N:13][CH:14]=[CH:15][CH:16]=3.[Cl-].[NH4+].C(OCC)(=O)C.[CH2:27]1[CH2:31]OC[CH2:28]1>>[CH:28]1([C:10]2([OH:18])[C:11]3[C:12](=[N:13][CH:14]=[CH:15][CH:16]=3)[O:17][C:7]3[CH:6]=[CH:5][CH:4]=[C:3]([O:2][CH3:1])[C:8]=3[CH2:9]2)[CH2:27][CH2:31]1 |f:1.2|. Procedure details: To a solution of 5,11-dihydro-7-methoxy [1]benzoxepino[2,3-b]pyridin-5-one (5.0 g) in THF (50 ml) was added 1.1 M cyclopropylmagnesium bromide THF solution (25 ml) at 0° C. The reaction mixture was warmed to room temperature, and stirred for 30 minutes. Aqueous ammonium chloride and ethyl acetate were added to the reaction mixture, the organic layer was separated and washed with saturated aqueous sodium chloride, and dried with magnesium sulfate. The solvent was distilled off under reduced press... Reaction SMILES: Br[C:2]1[S:6][C:5]([S:7]([N:10]2[CH2:15][CH2:14][N:13]([C:16]3[N:21]=[CH:20][C:19]([C:22]([OH:31])([C:27]([F:30])([F:29])[F:28])[C:23]([F:26])([F:25])[F:24])=[CH:18][N:17]=3)[C@@H:12]([CH3:32])[CH2:11]2)(=[O:9])=[O:8])=[CH:4][CH:3]=1.C1(C(C2C=CC=CC=2)=[NH:40])C=CC=CC=1.CC(C)([O-])C.[Na+].C1(P(C2C=CC=CC=2)C2C=CC3C(=CC=CC=3)C=2C2C3C(=CC=CC=3)C=CC=2P(C2C=CC=CC=2)C2C=CC=CC=2)C=CC=CC=1.Cl.[OH-].[Na+]>CCOC(C)=O.O1CCOCC1.C1C=CC(/C=C/C(/C=C/C2C=CC=CC=2)=O)=CC=1.C1C=CC(/C=C/C(/C=C/C2C=CC=CC=2)=O)=CC=1.C1C=CC(/C=C/C(/C=C/C2C=CC=CC=2)=O)=CC=1.[Pd].[Pd].C1COCC1.C1(C)C=CC=CC=1>[NH2:40][C:2]1[S:6][C:5]([S:7]([N:10]2[CH2:15][CH2:14][N:13]([C:16]3[N:21]=[CH:20][C:19]([C:22]([OH:31])([C:27]([F:30])([F:29])[F:28])[C:23]([F:26])([F:25])[F:24])=[CH:18][N:17]=3)[C@@H:12]([CH3:32])[CH2:11]2)(=[O:9])=[O:8])=[CH:4][CH:3]=1 |f:2.3,6.7,10.11.12.13.14|. Reactants: BrC1=CC=C(S1)S(=O)(=O)N1C[C@@H](N(CC1)C1=NC=C(C=N1)C(C(F)(F)F)(C(F)(F)F)O)C (2-(2-((2S)-4-((5-bromo-2-thiophenyl)sulfonyl)-2-methyl-1-piperazinyl)-5-pyrimidinyl)-1,1,1,3,3,3-hexafluoro-2-propanol), C1(=CC=CC=C1)C(=N)C1=CC=CC=C1 (1,1-diphenylmethanimine), CC(C)([O-])C.[Na+] (sodium tert-butoxide), C1(=CC=CC=C1)P(C1=C(C2=CC=CC=C2C=C1)C1=C(C=CC2=CC=CC=C12)P(C1=CC=CC=C1)C1=CC=CC=C1)C1=CC=CC=C1 (rac-2,2′-bis(diphenylphosphino)-1,1′-binaphthyl), Cl (HCl), [OH-].[Na+] (NaOH). The reagents and catalysts are C=1C=CC(=CC1)/C=C/C(=O)/C=C/C2=CC=CC=C2.C=1C=CC(=CC1)/C=C/C(=O)/C=C/C2=CC=CC=C2.C=1C=CC(=CC1)/C=C/C(=O)/C=C/C2=CC=CC=C2.[Pd].[Pd] (tris(dibenzylideneacetone)dipalladium). The solvent is C1(=CC=CC=C1)C (toluene), O1CCOCC1 (dioxane), C1CCOC1 (THF), CCOC(=O)C (EtOAc). Yield: 57.3%. Run at temperature 90 celsius, time 15 minute. The product is NC1=CC=C(S1)S(=O)(=O)N1C[C@@H](N(CC1)C1=NC=C(C=N1)C(C(F)(F)F)(C(F)(F)F)O)C (2-(2-((2S)-4-((5-amino-2-thiophenyl)sulfonyl)-2-methyl-1-piperazinyl)-5-pyrimidinyl)-1,1,1,3,3,3-hexafluoro-2-propanol). Procedure details: A 250-mL round-bottomed flask was charged with (2-(2-((2S)-4-((5-bromo-2-thiophenyl)sulfonyl)-2-methyl-1-piperazinyl)-5-pyrimidinyl)-1,1,1,3,3,3-hexafluoro-2-propanol (1.00 g, 1.76 mmol), 1,1-diphenylmethanimine (0.382 g, 2.11 mmol), 30 mL of toluene, sodium tert-butoxide (0.405 g, 4.22 mmol), rac-2,2′-bis(diphenylphosphino)-1,1′-binaphthyl (BINAP) (0.273 mL, 0.439 mmol, Sigma-Aldrich, St. Louis, Mo.), and tris(dibenzylideneacetone)dipalladium (0) (0.101 g, 0.176 mmol, Strem Chemicals, Newburypo... Starting materials: O (water), FC1=CC(=C(C=C1)C(C)=O)O (1-(4-fluoro-2-hydroxyphenyl)ethanone), S(=O)(=O)(Cl)Cl (sulfuryl chloride). Solvent: C(C)(=O)O (acetic acid). Reaction conditions: temperature 120 celsius, time 8 hour. Yields the product ClC=1C(=CC(=C(C1)C(C)=O)O)F (1-(5-chloro-4-fluoro-2-hydroxyphenyl)ethanone), ClC=1C(=C(C=CC1F)C(C)=O)O (1-(3-chloro-4-fluoro-2-hydroxyphenyl)ethanone). As a reaction SMILES: [F:1][C:2]1[CH:7]=[CH:6][C:5]([C:8](=[O:10])[CH3:9])=[C:4]([OH:11])[CH:3]=1.S(Cl)([Cl:15])(=O)=O.O>C(O)(=O)C>[Cl:15][C:7]1[C:2]([F:1])=[CH:3][C:4]([OH:11])=[C:5]([C:8](=[O:10])[CH3:9])[CH:6]=1.[Cl:15][C:3]1[C:4]([OH:11])=[C:5]([C:8](=[O:10])[CH3:9])[CH:6]=[CH:7][C:2]=1[F:1]. Procedure: To 1-(4-fluoro-2-hydroxyphenyl)ethanone (1.7 g, 11.03 mmol) in glacial acetic acid (24 mL) at 10° C. was slowly added sulfuryl chloride (2.23 g, 16.54 mmol). The mixture was heated to 120° C. and was allowed to stir for overnight. The solution was cooled down to room temperature and poured into water (30 mL). The water layer was extracted with EtOAc for three times. The EtOAc was washed with satd. Aq NaHCO3, water, brine, dried (Na2SO4) and concentrated recrystallized The mix was purified by col... Starting materials: C(C(F)(F)F)(F)F (HFC-125), C(C(F)(F)F)(F)F (HFC-125), C(C(F)(F)Cl)(F)(F)F (CFC-115). Yields the product C(C(F)(F)F)(F)F (HFC-125), C(F)F (HFC-32). As a reaction SMILES: [CH:1]([F:7])([F:6])[C:2]([F:5])([F:4])[F:3].C(F)(F)(F)[C:9](Cl)([F:11])[F:10]>>[CH:1]([F:7])([F:6])[C:2]([F:5])([F:4])[F:3].[CH2:9]([F:11])[F:10]. Procedure details: HFC-125 that is substantially free of CFC-115 can be produced in a process comprising contacting an HFC-125 precursor and an HFC-32 precursor with HF optionally over a catalyst to produce a mixture comprising HFC-125 and HFC-32, removing impurities other than CFC-115 from the mixture by distillation or other processes, separating the CFC-115 from the mixture comprising HFC-125 and HFC-32 by azeotropically distilling the low-boiling azeotrope of CFC-115 and HFC-32 overhead in a distillation colum...